This data is from the Open Reaction Database (ORD), a public repository of structured organic reaction records. The task is: describe an organic reaction: reactants, conditions, products, and yield Starting materials: O=C([O-])[O-], C=CCN1CCOCC1, C1COCCN1, CCC=O, [K+], [K+]. Product: CC=CN1CCOCC1. RXN SMILES: [C:7](=[O:8])([O-:9])[O-:10].[CH2:17]([CH:18]=[CH2:19])[N:20]1[CH2:21][CH2:22][O:23][CH2:24][CH2:25]1.[CH2:1]1[NH:2][CH2:3][CH2:4][O:5][CH2:6]1.[CH:13](=[O:14])[CH2:15][CH3:16].[K+:11].[K+:12]>>[CH:17](=[CH:18][CH3:19])[N:20]1[CH2:21][CH2:22][O:23][CH2:24][CH2:25]1. The reactants are CCCCS(=O)(=O)Cl, Cc1ccc(N)cc1N1CCc2nc(Nc3ccc(N4CCN(C)CC4)cc3)ncc2C1, c1ccncc1. Yields the product CCCCS(=O)(=O)Nc1ccc(C)c(N2CCc3nc(Nc4ccc(N5CCN(C)CC5)cc4)ncc3C2)c1. RXN SMILES: [CH2:33]([CH2:34][CH2:35][CH3:36])[S:37](=[O:38])(=[O:39])[Cl:40].[NH2:1][c:2]1[cH:3][cH:4][c:5]([CH3:32])[c:6]([N:8]2[CH2:9][c:10]3[c:11]([n:12][c:13]([NH:16][c:17]4[cH:18][cH:19][c:20]([N:23]5[CH2:24][CH2:25][N:26]([CH3:29])[CH2:27][CH2:28]5)[cH:21][cH:22]4)[n:14][cH:15]3)[CH2:30][CH2:31]2)[cH:7]1.[cH:41]1[cH:42][cH:43][n:44][cH:45][cH:46]1>>[NH:1]([c:2]1[cH:3][cH:4][c:5]([CH3:32])[c:6]([N:8]2[CH2:9][c:10]3[c:11]([n:12][c:13]([NH:16][c:17]4[cH:18][cH:19][c:20]([N:23]5[CH2:24][CH2:25][N:26]([CH3:29])[CH2:27][CH2:28]5)[cH:21][cH:22]4)[n:14][cH:15]3)[CH2:30][CH2:31]2)[cH:7]1)[S:37]([CH2:33][CH2:34][CH2:35][CH3:36])(=[O:38])=[O:39].